From a dataset of the Open Reaction Database (ORD), a public repository of structured organic reaction records. describe an organic reaction: reactants, conditions, products, and yield Reactants: COc1nc(OC)nc([N+]2(C)CCOCC2)n1, CC(C(=O)NCC1CCC(c2ccccc2)(N(C)C)CC1)c1c[nH]c2ccccc12, CCC(C)=O, CO, [Cl-], C[Si](C)(C)Cl, CN(C)C1(c2ccccc2)CCC(CN)CC1, O=C(O)CCc1c[nH]c2ccccc12. Yields the product CC(C(=O)NCC1CCC(c2ccccc2)(N(C)C)CC1)c1c[nH]c2ccccc12, Cl. Reaction SMILES: [CH3:19][O:20][c:21]1[n:22][c:23]([O:24][CH3:25])[n:26][c:27]([N+:28]2([CH3:29])[CH2:30][CH2:31][O:32][CH2:33][CH2:34]2)[n:35]1.[CH3:50][N:51]([C:52]1([c:73]2[cH:74][cH:75][cH:76][cH:77][cH:78]2)[CH2:53][CH2:54][CH:55]([CH2:58][NH:59][C:60]([CH:61]([CH3:62])[c:63]2[cH:64][nH:65][c:66]3[cH:67][cH:68][cH:69][cH:70][c:71]23)=[O:72])[CH2:56][CH2:57]1)[CH3:79].[CH3:85][C:86](=[O:87])[CH2:88][CH3:89].[CH3:90][OH:91].[Cl-:18].[Cl:80][Si:81]([CH3:82])([CH3:83])[CH3:84].[NH2:1][CH2:2][CH:3]1[CH2:4][CH2:5][C:6]([N:7]([CH3:8])[CH3:9])([c:10]2[cH:11][cH:12][cH:13][cH:14][cH:15]2)[CH2:16][CH2:17]1.[nH:36]1[c:37]2[c:38]([cH:39][cH:40][cH:41][cH:42]2)[c:43]([CH2:44][CH2:45][C:46]([OH:47])=[O:48])[cH:49]1>>[CH3:50][N:51]([C:52]1([c:73]2[cH:74][cH:75][cH:76][cH:77][cH:78]2)[CH2:53][CH2:54][CH:55]([CH2:58][NH:59][C:60]([CH:61]([CH3:62])[c:63]2[cH:64][nH:65][c:66]3[cH:67][cH:68][cH:69][cH:70][c:71]23)=[O:72])[CH2:56][CH2:57]1)[CH3:79].[ClH:80]. Starting materials: O=C(O)Cc1ccc(C2CCN(C(=O)OCc3ccccc3)CC2)cc1, C[Si](C)(C)C=[N+]=[N-], CO. Product: COC(=O)Cc1ccc(C2CCN(C(=O)OCc3ccccc3)CC2)cc1. Reaction SMILES: [CH2:1]([c:2]1[cH:3][cH:4][cH:5][cH:6][cH:7]1)[O:8][C:9](=[O:10])[N:11]1[CH2:12][CH2:13][CH:14]([c:17]2[cH:18][cH:19][c:20]([CH2:23][C:24](=[O:25])[OH:26])[cH:21][cH:22]2)[CH2:15][CH2:16]1.[CH3:27][Si:28]([CH:29]=[N+:30]=[N-:31])([CH3:32])[CH3:33].[CH3:34][OH:35]>>[CH2:1]([c:2]1[cH:3][cH:4][cH:5][cH:6][cH:7]1)[O:8][C:9](=[O:10])[N:11]1[CH2:12][CH2:13][CH:14]([c:17]2[cH:18][cH:19][c:20]([CH2:23][C:24](=[O:25])[O:26][CH3:27])[cH:21][cH:22]2)[CH2:15][CH2:16]1. The reactants are C(CC(=O)OCC)(=O)OCC (Diethyl malonate), C(C(=N)N)C(=O)N.Cl (malonamamidine hydrochloride), [O-]CC.[Na+] (Sodium ethoxide). Solvent: CCO (EtOH). Product: OC1=NC(=NC(=C1)O)CC(=O)N (2-(4,6-dihydroxy-pyrimidin-2-yl)-acetamide). As a reaction SMILES: [C:1]([O:9]CC)(=O)[CH2:2][C:3]([O:5]CC)=O.[CH2:12]([C:16]([NH2:18])=[O:17])[C:13]([NH2:15])=[NH:14].Cl.[O-]CC.[Na+]>CCO>[OH:9][C:1]1[CH:2]=[C:3]([OH:5])[N:15]=[C:13]([CH2:12][C:16]([NH2:18])=[O:17])[N:14]=1 |f:1.2,3.4|. Procedure details: Diethyl malonate and malonamamidine hydrochloride were combined in EtOH (50 mL) with stirring. Sodium ethoxide was added dropwise via addition funnel over 10 minutes. The reaction was stirred overnight at room temperature to give 2-(4,6-dihydroxy-pyrimidin-2-yl)-acetamide. Procedure: Reaction of commercially-available 2-chloro-3,5-dinitrobenzoic acid (X) with SOCl2 gave 2-chloro-3,5-dinitrobenzoyl chloride (XI: Z=Cl), which was quenched with ammonia to give 2-chloro-3,5-dinitrobenzamide (XI: Z=NH2). A solution of this amide (1.00 g, 4.07 mmol) and Et3N (1.42 g, 10 mmol) in ρ-dioxane (30 mL) was 0356 treated with N,N-bis(2-chloroethyl)amine hydrochloride (1.45 g, 8.14 mmol) at 50° C. for 18 h. The mixture was then poured into water and extracted with EtOAc to give an oil, whi... Reactants: ClC1=C(C(=O)O)C=C(C=C1[N+](=O)[O-])[N+](=O)[O-] (2-chloro-3,5-dinitrobenzoic acid), O=S(Cl)Cl (SOCl2). Yields the product ClC1=C(C(=O)Cl)C=C(C=C1[N+](=O)[O-])[N+](=O)[O-] (2-chloro-3,5-dinitrobenzoyl chloride). RXN SMILES: [Cl:1][C:2]1[C:10]([N+:11]([O-:13])=[O:12])=[CH:9][C:8]([N+:14]([O-:16])=[O:15])=[CH:7][C:3]=1[C:4](O)=[O:5].O=S(Cl)[Cl:19]>>[Cl:1][C:2]1[C:10]([N+:11]([O-:13])=[O:12])=[CH:9][C:8]([N+:14]([O-:16])=[O:15])=[CH:7][C:3]=1[C:4]([Cl:19])=[O:5]. Starting materials: CC(C)(C)OC(=O)Nc1ccncc1C(=O)O, ClCCl, O=C(O)C(F)(F)F. Product: Nc1ccncc1C(=O)O. As a reaction SMILES: [C:1]([O:2][C:3](=[O:4])[NH:8][c:9]1[cH:10][cH:11][n:12][cH:13][c:14]1[C:15](=[O:16])[OH:17])([CH3:5])([CH3:6])[CH3:7].[Cl:25][CH2:26][Cl:27].[F:18][C:19]([F:20])([F:21])[C:22]([OH:23])=[O:24]>>[NH2:8][c:9]1[cH:10][cH:11][n:12][cH:13][c:14]1[C:15](=[O:16])[OH:17].